Dataset: the Open Reaction Database (ORD), a public repository of structured organic reaction records. Task: describe an organic reaction: reactants, conditions, products, and yield Starting materials: [Li+].[OH-] (LiOH), O=C1NC2=C(CCN1C1CCN(CC1)C(=O)O[C@H](C(C1=CC(=C(C(=C1)[N+](=O)[O-])N)C)=C=O)OC)C=CC=C2 ((R)-2-(4-amino-3-methyl-5-nitro-phenyl)-1-methoxy-carbonyl-ethyl 4-(2-oxo-1,2,4,5-tetrahydro-1,3-benzodiazepin-3-yl)-piperidine-1-carboxylate), C1CCOC1 (THF). Solvent: O (water). Conditions: time 4 hour. Product: O=C1NC2=C(CCN1C1CCN(CC1)C(=O)O[C@H](CC1=CC(=C(C(=C1)[N+](=O)[O-])N)C)C(=O)O)C=CC=C2 ((R)-2-(4-amino-3-methyl-5-nitro-phenyl)-1-carboxy-ethyl 4-(2-oxo-1,2,4,5-tetrahydro-1,3-benzodiazepin-3-yl)-piperidine-1-carboxylate). As a reaction SMILES: [Li+].[OH-:2].[O:3]=[C:4]1[N:10]([CH:11]2[CH2:16][CH2:15][N:14]([C:17]([O:19][C@@H:20](OC)[C:21](=C=O)[C:22]3[CH:27]=[C:26]([N+:28]([O-:30])=[O:29])[C:25]([NH2:31])=[C:24]([CH3:32])[CH:23]=3)=[O:18])[CH2:13][CH2:12]2)[CH2:9][CH2:8][C:7]2[CH:37]=[CH:38][CH:39]=[CH:40][C:6]=2[NH:5]1.C1[CH2:45][O:44]CC1>O>[O:3]=[C:4]1[N:10]([CH:11]2[CH2:12][CH2:13][N:14]([C:17]([O:19][C@@H:20]([C:45]([OH:44])=[O:2])[CH2:21][C:22]3[CH:27]=[C:26]([N+:28]([O-:30])=[O:29])[C:25]([NH2:31])=[C:24]([CH3:32])[CH:23]=3)=[O:18])[CH2:15][CH2:16]2)[CH2:9][CH2:8][C:7]2[CH:37]=[CH:38][CH:39]=[CH:40][C:6]=2[NH:5]1 |f:0.1|. Procedure details: A solution of 120 mg (5.0 mmol) LiOH in 5 mL water was metered into a solution of 1.0 g (1.8 mmol) (R)-2-(4-amino-3-methyl-5-nitro-phenyl)-1-methoxy-carbonyl-ethyl 4-(2-oxo-1,2,4,5-tetrahydro-1,3-benzodiazepin-3-yl)-piperidine-1-carboxylate in 10 mL THF, the reaction solution was stirred for 4 h at RT and then evaporated down i.vac. The residue was combined with 30 mL water, washed with 30 mL diethyl ether, acidified with 4 M HCl while cooling with an ice bath and stirred for 30 min at RT. The p... Reactants: FC1=CC=C(C=C1)C1=C(C(=NC(=C1CC=CO)C(C)C)C(C)C)C(=O)OC (4-(4-Fluorophenyl)-5-(3-hydroxy-2-propenyl)-2,6-bis(1-methylethyl)-3-pyridinecarboxylic acid, methyl ester), [OH-].[K+] (KOH). The solvent is C(CCC)O (n-butanol), C(CCC)O (butanol). Yields the product FC1=CC=C(C=C1)C1=C(C(=NC(=C1CC=CO)C(C)C)C(C)C)C(=O)O (4-(4-Fluorophenyl)-5-(3-hydroxy-2-propenyl)-2,6-bis(1-methylethyl)-3-pyridinecarboxylic acid). The yield is 55.4%. Reaction SMILES: [F:1][C:2]1[CH:7]=[CH:6][C:5]([C:8]2[C:13]([CH2:14][CH:15]=[CH:16][OH:17])=[C:12]([CH:18]([CH3:20])[CH3:19])[N:11]=[C:10]([CH:21]([CH3:23])[CH3:22])[C:9]=2[C:24]([O:26]C)=[O:25])=[CH:4][CH:3]=1.[OH-].[K+]>C(O)CCC>[F:1][C:2]1[CH:3]=[CH:4][C:5]([C:8]2[C:13]([CH2:14][CH:15]=[CH:16][OH:17])=[C:12]([CH:18]([CH3:19])[CH3:20])[N:11]=[C:10]([CH:21]([CH3:22])[CH3:23])[C:9]=2[C:24]([OH:26])=[O:25])=[CH:6][CH:7]=1 |f:1.2|. Procedure details: A solution of 4-(4-Fluorophenyl)-5-(3-hydroxy-2-propenyl)-2,6-bis(1-methylethyl)-3-pyridinecarboxylic acid, methyl ester (7.5 g, 0.0202 mol) and KOH (3.66 g, 0.0652 mol) in n-butanol was refluxed for 72 hours followed by concentration of the butanol under reduced pressure. The residue was partitioned between water (250 ml) and diethylether (100 ml). The aqueous layer was acidified (citric acid) and extracted with chloroform (3×150 ml). The organic layer was dried (MgSO4) and concentrated to yiel... Starting materials: N([C@@H](CC1=CC=C(C=C1)F)C(=O)N([C@@H](C(C)C)C(=O)N([C@@H](CC1=CC(=C(C=C1)O)C(C)(C)C)C(=O)NS(=O)(=O)C)C)C)C(=O)OC(C)(C)C (Boc-Phe(4-F)-N-Me-Val-N-Me-Tyr(3-t-Bu)-NHSO2Me), C(=O)(C(F)(F)F)O (TFA). The solvent is C(Cl)Cl (methylene chloride). Reaction conditions: time 1.5 hour. The product is N[C@@H](CC1=CC=C(C=C1)F)C(=O)N([C@@H](C(C)C)C(=O)N([C@@H](CC1=CC(=C(C=C1)O)C(C)(C)C)C(=O)NS(=O)(=O)C)C)C.FC(F)(F)C(=O)O (Phe(4-F)-N-Me-Val-N-Me-Tyr(3-t-Bu)-NHSO2Me TFA). The yield is 94.0%. As a reaction SMILES: [NH:1](C(OC(C)(C)C)=O)[C@H:2]([C:11]([N:13]([CH3:42])[C@H:14]([C:18]([N:20]([CH3:41])[C@H:21]([C:34]([NH:36][S:37]([CH3:40])(=[O:39])=[O:38])=[O:35])[CH2:22][C:23]1[CH:28]=[CH:27][C:26]([OH:29])=[C:25]([C:30]([CH3:33])([CH3:32])[CH3:31])[CH:24]=1)=[O:19])[CH:15]([CH3:17])[CH3:16])=[O:12])[CH2:3][C:4]1[CH:9]=[CH:8][C:7]([F:10])=[CH:6][CH:5]=1.[C:50]([OH:56])([C:52]([F:55])([F:54])[F:53])=[O:51]>C(Cl)Cl>[NH2:1][C@H:2]([C:11]([N:13]([CH3:42])[C@H:14]([C:18]([N:20]([CH3:41])[C@H:21]([C:34]([NH:36][S:37]([CH3:40])(=[O:39])=[O:38])=[O:35])[CH2:22][C:23]1[CH:28]=[CH:27][C:26]([OH:29])=[C:25]([C:30]([CH3:33])([CH3:31])[CH3:32])[CH:24]=1)=[O:19])[CH:15]([CH3:16])[CH3:17])=[O:12])[CH2:3][C:4]1[CH:9]=[CH:8][C:7]([F:10])=[CH:6][CH:5]=1.[F:53][C:52]([C:50]([OH:56])=[O:51])([F:55])[F:54] |f:3.4|. Procedure details: To a solution of Boc-Phe(4-F)-N-Me-Val-N-Me-Tyr(3-t-Bu)-NHSO2Me (208 mg, 0.294 mmol) in methylene chloride (6 ml), TFA (3 ml) was added and stirred for 1.5 hours. The reaction mixture was evaporated under reduced pressure; the thus obtained residue was dissolved in a mixture of acetonitrile/water (1:10) (80 ml), which mixture containing 0.1% TFA, and lyophilized to give the titled compound (0.20 g, 94%). Starting materials: CON(C(CCC)=O)C (N-methoxy-N-methylbutanamide), C1CCOC1 (THF), C(C)(CC)[Li] (sec-butyl lithium), C(C)(C)(C)OC(=O)NC1=C(C(=CC=C1)OC)C (N-tert-butoxycarbonyl-3-methoxy-2-methylaniline), C1CCOC1 (THF). Solvent: C1CCCCC1 (cyclohexane). Run at temperature -60 celsius, time 1 hour. Product: C(C)(C)(C)OC(=O)NC1=C(C(=CC=C1)OC)CC(CCC)=O (1-[2-(tert-butoxycarbonylamino)-6-methoxyphenyl]-2-pentanone). Reaction SMILES: C([Li])(CC)C.[C:6]([O:10][C:11]([NH:13][C:14]1[CH:19]=[CH:18][CH:17]=[C:16]([O:20][CH3:21])[C:15]=1[CH3:22])=[O:12])([CH3:9])([CH3:8])[CH3:7].[CH2:23]1[CH2:27][O:26][CH2:25][CH2:24]1.CON(C)C(=O)CCC>C1CCCCC1>[C:6]([O:10][C:11]([NH:13][C:14]1[CH:19]=[CH:18][CH:17]=[C:16]([O:20][CH3:21])[C:15]=1[CH2:22][C:25](=[O:26])[CH2:24][CH2:23][CH3:27])=[O:12])([CH3:9])([CH3:8])[CH3:7]. Procedure details: A solution of 50 mL (65 mmol) of 1.3M sec-butyl lithium in cyclohexane was added slowly to N-tert-butoxycarbonyl-3-methoxy-2-methylaniline (7.7 g, 32.5 mmol) in 100 mL. of THF keeping the temperature below -40° C. with a dry ice-ethanol bath. The bath was removed and the temperature allowed to rise to -10° C. and then the bath replaced. After the temperature had cooled to -60° C., 4.3 g (32.5 mmol) of N-methoxy-N-methylbutanamide in an equal volume of THF was added dropwise. The reaction mixture... Starting materials: C, CCO, Cl, COc1ccc2c3c(cn2S(=O)(=O)c2ccc(C)cc2)CC(N=[N+]=[N-])C(=O)c13, [Pd]. Product: Cl, COc1ccc2c3c(cn2S(=O)(=O)c2ccc(C)cc2)CC(N)C(=O)c13. Reaction SMILES: [C:33].[CH3:29][CH2:30][OH:31].[ClH:32].[N:1](=[N+:2]=[N-:3])[CH:4]1[C:5](=[O:28])[c:6]2[c:7]3[c:8]([cH:9][n:10]([S:17](=[O:18])(=[O:19])[c:20]4[cH:21][cH:22][c:23]([CH3:26])[cH:24][cH:25]4)[c:11]3[cH:12][cH:13][c:14]2[O:15][CH3:16])[CH2:27]1.[Pd:34]>>[ClH:32].[NH2:1][CH:4]1[C:5](=[O:28])[c:6]2[c:7]3[c:8]([cH:9][n:10]([S:17](=[O:18])(=[O:19])[c:20]4[cH:21][cH:22][c:23]([CH3:26])[cH:24][cH:25]4)[c:11]3[cH:12][cH:13][c:14]2[O:15][CH3:16])[CH2:27]1.